From a dataset of the Open Reaction Database (ORD), a public repository of structured organic reaction records. describe an organic reaction: reactants, conditions, products, and yield Reactants: ClC=1NC=CN1 (2-chloroimidazole), BrCC(=O)OC(C)(C)C (t-butyl bromoacetate). Reagents/catalysts: S(=O)(=O)(O)[O-].C(CCC)[N+](CCCC)(CCCC)CCCC (tetra-n-butyl ammonium hydrogen sulphate). The solvent is C(Cl)Cl (CH2Cl2). Product: C(C)(C)(C)OC(=O)CN1C(=NC=C1)Cl (1-t-butoxycarbonylmethyl-2-chloroimidazole). As a reaction SMILES: [Cl:1][C:2]1[NH:3][CH:4]=[CH:5][N:6]=1.Br[CH2:8][C:9]([O:11][C:12]([CH3:15])([CH3:14])[CH3:13])=[O:10]>C(Cl)Cl.S([O-])(O)(=O)=O.C([N+](CCCC)(CCCC)CCCC)CCC>[C:12]([O:11][C:9]([CH2:8][N:3]1[CH:4]=[CH:5][N:6]=[C:2]1[Cl:1])=[O:10])([CH3:15])([CH3:14])[CH3:13] |f:3.4|. Procedure: The starting material was prepared by reaction of 2-chloroimidazole with t-butyl bromoacetate in CH2Cl2 /aqueous sodium hydroxide in presence of tetra-n-butyl ammonium hydrogen sulphate to give 1-t-butoxycarbonylmethyl-2-chloroimidazole. Reaction of this compound with trimlethyloxonium tetrafluoroborate in CH2Cl2 gave 1-t-butoxycarbonylmethyl-2-chloro-3-methylimidazolium tetrafluoroborate; n.m.r. in d6DMSO:-1.5(s, 9H); 3.9(s, 3H); 5.17(s, 2H); 7.81(d, 1H): 7.85(d, 1H).